This data is from the Open Reaction Database (ORD), a public repository of structured organic reaction records. The task is: describe an organic reaction: reactants, conditions, products, and yield Reactants: C(C1=CC=CC=C1)NC1=C(C=NC=2N1N=CC2C(=O)O)C(=O)N2CCC1(CC2)C(=CC2=CC=CC=C21)C (7-Benzylamino-6-(2-methylspiro[inden-1,4′-piperidine]-1′-ylcarbonyl)pyrazolo[1,5-a]pyrimidine-3-carboxylic acid), CS(=O)(=O)N (methanesulfonamide). Yields the product C(C1=CC=CC=C1)NC1=C(C=NC=2N1N=CC2C(=O)NS(=O)(=O)C)C(=O)N2CCC1(CC2)C(=CC2=CC=CC=C21)C (N-[7-Benzylamino-6-(2-methylspiro[inden-1,4′-piperidine]-1′-ylcarbonyl)pyrazolo[1,5-a]pyrimidine-3-carbonyl]methanesulfonamide). Yield: 61.0%. Reaction SMILES: [CH2:1]([NH:8][C:9]1[N:14]2[N:15]=[CH:16][C:17]([C:18](O)=[O:19])=[C:13]2[N:12]=[CH:11][C:10]=1[C:21]([N:23]1[CH2:28][CH2:27][C:26]2([C:36]3[C:31](=[CH:32][CH:33]=[CH:34][CH:35]=3)[CH:30]=[C:29]2[CH3:37])[CH2:25][CH2:24]1)=[O:22])[C:2]1[CH:7]=[CH:6][CH:5]=[CH:4][CH:3]=1.[CH3:38][S:39]([NH2:42])(=[O:41])=[O:40]>>[CH2:1]([NH:8][C:9]1[N:14]2[N:15]=[CH:16][C:17]([C:18]([NH:42][S:39]([CH3:38])(=[O:41])=[O:40])=[O:19])=[C:13]2[N:12]=[CH:11][C:10]=1[C:21]([N:23]1[CH2:24][CH2:25][C:26]2([C:36]3[C:31](=[CH:32][CH:33]=[CH:34][CH:35]=3)[CH:30]=[C:29]2[CH3:37])[CH2:27][CH2:28]1)=[O:22])[C:2]1[CH:3]=[CH:4][CH:5]=[CH:6][CH:7]=1. Procedure details: In the same manner as in Example 1, step 6 and using 7-benzylamino-6-(2-methylspiro[inden-1,4′-piperidine]-1′-ylcarbonyl)pyrazolo[1,5-a]pyrimidine-3-carboxylic acid (0.078 g, 0.158 mmol) obtained in step 2 and methanesulfonamide (0.075 g, 0.791 mmol), the title compound (0.055 g, 61%) was obtained. The reactants are ClC=1C(=NC=CN1)C(NC(=O)C1CCC1)C=1C=C2N=C(C=NC2=CC1)C1=CC=CC=C1 (N-[(3-chloropyrazin-2-yl)(3-phenylquinoxalin-6-yl)methyl]-cyclobutanecarboxamide). Run in O=P(Cl)(Cl)Cl (POCl3). Yields the product ClC1C=2N(C=CN1)C(=NC2C2=CC=C1N=CC(=NC1=C2)C2=CC=CC=C2)C2CCC2 (7-(8-Chloro-3-cyclobutyl-7,8-dihydroimidazo[1,5-a]pyrazin-1-yl)-2-phenylquinoxaline). Reaction SMILES: [Cl:1][C:2]1[C:3]([CH:8]([C:16]2[CH:17]=[C:18]3[C:23](=[CH:24][CH:25]=2)[N:22]=[CH:21][C:20]([C:26]2[CH:31]=[CH:30][CH:29]=[CH:28][CH:27]=2)=[N:19]3)[NH:9][C:10]([CH:12]2[CH2:15][CH2:14][CH2:13]2)=O)=[N:4][CH:5]=[CH:6][N:7]=1>O=P(Cl)(Cl)Cl>[Cl:1][CH:2]1[NH:7][CH:6]=[CH:5][N:4]2[C:10]([CH:12]3[CH2:15][CH2:14][CH2:13]3)=[N:9][C:8]([C:16]3[CH:17]=[C:18]4[C:23]([N:22]=[CH:21][C:20]([C:26]5[CH:31]=[CH:30][CH:29]=[CH:28][CH:27]=5)=[N:19]4)=[CH:24][CH:25]=3)=[C:3]12. Reported procedure: N-[(3-chloropyrazin-2-yl)(3-phenylquinoxalin-6-yl)methyl]-cyclobutanecarboxamide (56 mg, 0.13 mmol) was heated in POCl3 (5 mL) under Ar at 70° C. for 26 h. Later the reaction was cooled to rt, evaporated under reduced pressure and then high vacuum. A solution of NH3 in i-PrOH (2 M, 10 mL was added to the crude material cooled in an ice-H2O bath under Ar. The mixture was stirred, sonicated and filtered. The solids and the reaction flask were washed with i-PrOH multiple times. The filtrate was con...